From a dataset of the Open Reaction Database (ORD), a public repository of structured organic reaction records. describe an organic reaction: reactants, conditions, products, and yield Reactants: Cl (hydrochloric acid), C(C1=CC=CC=C1)O[C@@H](C(=O)N1C(CC2=CC=CC=C12)C(C)C)C ((R)-2-benzyloxy-1-(2-isopropyl-2,3-dihydroindol-1-yl)propan-1-one), ClC1=NC(=CC(=N1)Cl)OC (2,4-Dichloro-6-methoxypyrimidine). Run in C(C)O (ethanol). Conditions: temperature 120 celsius. Product: C(C)(C)C1NC2=CC=CC=C2C1 ((+)-2-isopropylindoline). Isolated yield 43.5%. Reaction SMILES: Cl.C(O[C@H](C)C([N:13]1[C:21]2[C:16](=[CH:17][CH:18]=[CH:19][CH:20]=2)[CH2:15][CH:14]1[CH:22]([CH3:24])[CH3:23])=O)C1C=CC=CC=1.ClC1N=C(Cl)C=C(OC)N=1>C(O)C>[CH:22]([CH:14]1[CH2:15][C:16]2[C:21](=[CH:20][CH:19]=[CH:18][CH:17]=2)[NH:13]1)([CH3:24])[CH3:23]. Procedure: 5.6 ml of concentrated hydrochloric acid are added to a solution of 1.2 g of (R)-2-benzyloxy-1-(2-isopropyl-2,3-dihydroindol-1-yl)propan-1-one diastereoisomer (2) in 34 ml of absolute ethanol. The reaction mixture is microwave-heated at 120° C. for 1 hour, and is then cooled to ambient temperature and concentrated to dryness under reduced pressure. The residue is taken up in 100 ml of water and is then alkalinized with concentrated sodium hydroxide. The mixture is extracted with 2×120 ml of dich... The reactants are C1COCCN1, O=C(O)CC1CSC(c2cc3cc(Cl)cc(NC4CCOCC4)c3[nH]2)=N1. Yields the product O=C(CC1CSC(c2cc3cc(Cl)cc(NC4CCOCC4)c3[nH]2)=N1)N1CCOCC1. Reaction SMILES: [CH2:27]1[CH2:28][O:29][CH2:30][CH2:31][NH:32]1.[Cl:1][c:2]1[cH:3][c:4]2[cH:5][c:6]([C:18]3=[N:22][CH:21]([CH2:23][C:24](=[O:25])[OH:26])[CH2:20][S:19]3)[nH:7][c:8]2[c:9]([NH:11][CH:12]2[CH2:13][CH2:14][O:15][CH2:16][CH2:17]2)[cH:10]1>>[Cl:1][c:2]1[cH:3][c:4]2[cH:5][c:6]([C:18]3=[N:22][CH:21]([CH2:23][C:24](=[O:26])[N:32]4[CH2:27][CH2:28][O:29][CH2:30][CH2:31]4)[CH2:20][S:19]3)[nH:7][c:8]2[c:9]([NH:11][CH:12]2[CH2:13][CH2:14][O:15][CH2:16][CH2:17]2)[cH:10]1. Reported procedure: N-{3-[2-(4-cyanophenyl)ethoxy]phenyl}benzenesulfonamide (0.093 g; 0.246 mmol; from Example 1(iv) above), K2CO3 (0.047 g, 0.34 mmol), 2-chloroethanol (0.028 g; 0.34 mmol) and NaI (0.052 g; 0.34 mmol) were stirred in DMF (4 mL) for 24 hours at 100° C. The solvent was removed in vacuo. The residue was dissolved in water and extracted twice with EtOAc. The combined organic portions were washed with brine, dried (Na2SO4) and the solvent evaporated. Purification by flash chromatography (SiO2; toluene:... Starting materials: C(#N)C1=CC=C(C=C1)CCOC=1C=C(C=CC1)NS(=O)(=O)C1=CC=CC=C1 (N-{3-[2-(4-cyanophenyl)ethoxy]phenyl}benzenesulfonamide), C(=O)([O-])[O-].[K+].[K+] (K2CO3), ClCCO (2-chloroethanol), [Na+].[I-] (NaI). RXN SMILES: [C:1]([C:3]1[CH:8]=[CH:7][C:6]([CH2:9][CH2:10][O:11][C:12]2[CH:13]=[C:14]([NH:18][S:19]([C:22]3[CH:27]=[CH:26][CH:25]=[CH:24][CH:23]=3)(=[O:21])=[O:20])[CH:15]=[CH:16][CH:17]=2)=[CH:5][CH:4]=1)#[N:2].C([O-])([O-])=O.[K+].[K+].Cl[CH2:35][CH2:36][OH:37].[Na+].[I-]>CN(C=O)C>[C:1]([C:3]1[CH:4]=[CH:5][C:6]([CH2:9][CH2:10][O:11][C:12]2[CH:13]=[C:14]([N:18]([CH2:35][CH2:36][OH:37])[S:19]([C:22]3[CH:27]=[CH:26][CH:25]=[CH:24][CH:23]=3)(=[O:21])=[O:20])[CH:15]=[CH:16][CH:17]=2)=[CH:7][CH:8]=1)#[N:2] |f:1.2.3,5.6|. The product is C(#N)C1=CC=C(C=C1)CCOC=1C=C(C=CC1)N(S(=O)(=O)C1=CC=CC=C1)CCO (N-{3-[2-(4-Cyanophenyl)ethoxy]phenyl}-N-(2-hydroxyethyl)-benzene-sulfonamide). The yield is 45.2%. The solvent is CN(C)C=O (DMF). The reactants are Cc1ccc(C(O)(c2ccc(C)cc2)C2CCN(Cc3ccccc3)CC2)cc1, CC(C)O, CCO. Yields the product Cc1ccc(C(O)(c2ccc(C)cc2)C2CCNCC2)cc1. Reaction SMILES: [CH3:1][c:2]1[cH:3][cH:4][c:5]([C:8]([OH:9])([CH:10]2[CH2:11][CH2:12][N:13]([CH2:16][c:17]3[cH:18][cH:19][cH:20][cH:21][cH:22]3)[CH2:14][CH2:15]2)[c:23]2[cH:24][cH:25][c:26]([CH3:29])[cH:27][cH:28]2)[cH:6][cH:7]1.[CH3:30][CH:31]([OH:32])[CH3:33].[CH3:34][CH2:35][OH:36]>>[CH3:1][c:2]1[cH:3][cH:4][c:5]([C:8]([OH:9])([CH:10]2[CH2:11][CH2:12][NH:13][CH2:14][CH2:15]2)[c:23]2[cH:24][cH:25][c:26]([CH3:29])[cH:27][cH:28]2)[cH:6][cH:7]1. Starting materials: O1C(=CC=C1)C(=O)N=C=S (2-furoylisothiocyanate), NCCCN1C(=NC=2C(=NC(=C(C21)C)C)N)C (1-(3-aminopropyl)-2,6,7-trimethyl-1H-imidazo[4,5-c]pyridin-4-amine). Product: NC1=NC(=C(C2=C1N=C(N2CCCNC(=S)NC(=O)C=2OC=CC2)C)C)C (N-[3-(4-amino-2,6,7-trimethyl-1H-imidazo[4,5-c]pyridin-1-yl)propyl]-N′-(2-furoyl)thiourea). RXN SMILES: [O:1]1[CH:5]=[CH:4][CH:3]=[C:2]1[C:6]([N:8]=[C:9]=[S:10])=[O:7].[NH2:11][CH2:12][CH2:13][CH2:14][N:15]1[C:23]2[C:22]([CH3:24])=[C:21]([CH3:25])[N:20]=[C:19]([NH2:26])[C:18]=2[N:17]=[C:16]1[CH3:27]>>[NH2:26][C:19]1[C:18]2[N:17]=[C:16]([CH3:27])[N:15]([CH2:14][CH2:13][CH2:12][NH:11][C:9]([NH:8][C:6]([C:2]3[O:1][CH:5]=[CH:4][CH:3]=3)=[O:7])=[S:10])[C:23]=2[C:22]([CH3:24])=[C:21]([CH3:25])[N:20]=1. Reported procedure: Using the methods of Examples 75-85, 2-furoylisothiocyanate was reacted with 1-(3-aminopropyl)-2,6,7-trimethyl-1H-imidazo[4,5-c]pyridin-4-amine to provide the desired compound. The observed accurate mass was 387.1608. Starting materials: COC(CCN1C(N(C2=C1C=CC=C2)CC2=C1CC(NC1=CC(=C2)Cl)=O)=O)=O (3-[3-(6-Chloro-2-oxo-2,3-dihydro-1H-indol-4-ylmethyl)-2-oxo-2,3-dihydro-benzoimidazol-1-yl]-propionic acid methyl ester), [OH-].[Li+] (lithium hydroxide). Solvent: O.O1CCOCC1 (dioxane water). Run at time 1 hour. Product: ClC1=CC(=C2CC(NC2=C1)=O)CN1C(N(C2=C1C=CC=C2)CCC(=O)O)=O (3-[3-(6-Chloro-2-oxo-2,3-dihydro-1H-indol-4-ylmethyl)-2-oxo-2,3-dihydro-benzoimidazol-1-yl]-propionic acid). Isolated yield 33.3%. As a reaction SMILES: C[O:2][C:3](=[O:28])[CH2:4][CH2:5][N:6]1[C:10]2[CH:11]=[CH:12][CH:13]=[CH:14][C:9]=2[N:8]([CH2:15][C:16]2[CH:24]=[C:23]([Cl:25])[CH:22]=[C:21]3[C:17]=2[CH2:18][C:19](=[O:26])[NH:20]3)[C:7]1=[O:27].[OH-].[Li+]>O.O1CCOCC1>[Cl:25][C:23]1[CH:22]=[C:21]2[C:17]([CH2:18][C:19](=[O:26])[NH:20]2)=[C:16]([CH2:15][N:8]2[C:9]3[CH:14]=[CH:13][CH:12]=[CH:11][C:10]=3[N:6]([CH2:5][CH2:4][C:3]([OH:28])=[O:2])[C:7]2=[O:27])[CH:24]=1 |f:1.2,3.4|. Procedure details: 3-[3-(6-Chloro-2-oxo-2,3-dihydro-1H-indol-4-ylmethyl)-2-oxo-2,3-dihydro-benzoimidazol-1-yl]-propionic acid methyl ester (34 mg 0.09 mmol) is dissolved in dioxane water (2 mL/2 mL) and lithium hydroxide (18 mg, 0.45 mmol) is added in one portion. The reaction is stirred for one hour then the solvents evaporated in vacuo. The crude material is purified by preparative reverse phase LC to give the title compound (12 mg 0.03 mmol, 36%). LCMS (ESMS): m/z 387.1 (M+H+). Starting materials: [Na] (sodium), C(=O)C(C#N)CNC=O (α-formyl-β-formylaminopropionitrile), Cl.NC1=CC=CC=C1 (aniline hydrochloride). Solvent: CO (methanol). Yields the product N(C1=CC=CC=C1)C=C(C#N)CNC=O (α-anilinomethylene-β-formylaminopropionitrile). Reaction SMILES: [Na].[CH:2]([CH:4]([CH2:7][NH:8][CH:9]=[O:10])[C:5]#[N:6])=O.Cl.[NH2:12][C:13]1[CH:18]=[CH:17][CH:16]=[CH:15][CH:14]=1>CO>[NH:12]([CH:2]=[C:4]([CH2:7][NH:8][CH:9]=[O:10])[C:5]#[N:6])[C:13]1[CH:18]=[CH:17][CH:16]=[CH:15][CH:14]=1 |f:2.3,^1:0|. Procedure details: 74 parts of 75 percent pure sodium salt of α-formyl-β-formylaminopropionitrile are refluxed for 1 hour with 58.3 parts of aniline hydrochloride in 400 parts by volume of methanol, the reaction mixture is filtered, and the filtrate is concentrated to half its volume. 59.6 parts of α-anilinomethylene-β-formylaminopropionitrile are obtained, followed by a further 6.3 parts after concentrating the mother liquor; this corresponds in total to 87.4% of theory, based on the Na salt. Starting materials: CO, O=C[O-], CN1CCN(c2ccc(C(=O)Nc3nn(C(c4ccccc4)(c4ccccc4)c4ccccc4)c4ccc(Cc5cc(F)cc(F)c5)cc34)c([N+](=O)[O-])c2)CC1, [NH4+]. Reaction SMILES: [CH3:61][OH:62].[CH:57]([O-:58])=[O:59].[F:1][c:2]1[cH:3][c:4]([CH2:5][c:6]2[cH:7][c:8]3[c:9]([NH:34][C:35]([c:36]4[c:37]([N+:49]([O-:50])=[O:51])[cH:38][c:39]([N:42]5[CH2:43][CH2:44][N:45]([CH3:48])[CH2:46][CH2:47]5)[cH:40][cH:41]4)=[O:52])[n:10][n:11]([C:15]([c:16]4[cH:17][cH:18][cH:19][cH:20][cH:21]4)([c:22]4[cH:23][cH:24][cH:25][cH:26][cH:27]4)[c:28]4[cH:29][cH:30][cH:31][cH:32][cH:33]4)[c:12]3[cH:13][cH:14]2)[cH:53][c:54]([F:56])[cH:55]1.[NH4+:60]>>[F:1][c:2]1[cH:3][c:4]([CH2:5][c:6]2[cH:7][c:8]3[c:9]([NH:34][C:35]([c:36]4[c:37]([NH2:49])[cH:38][c:39]([N:42]5[CH2:43][CH2:44][N:45]([CH3:48])[CH2:46][CH2:47]5)[cH:40][cH:41]4)=[O:52])[n:10][n:11]([C:15]([c:16]4[cH:17][cH:18][cH:19][cH:20][cH:21]4)([c:22]4[cH:23][cH:24][cH:25][cH:26][cH:27]4)[c:28]4[cH:29][cH:30][cH:31][cH:32][cH:33]4)[c:12]3[cH:13][cH:14]2)[cH:53][c:54]([F:56])[cH:55]1. Yields the product CN1CCN(c2ccc(C(=O)Nc3nn(C(c4ccccc4)(c4ccccc4)c4ccccc4)c4ccc(Cc5cc(F)cc(F)c5)cc34)c(N)c2)CC1. The reactants are N1C=CC2=CC(=CC=C12)OC=1C2=C(N=CN1)CN(CC2)C(=O)OC(C)(C)C (tert-butyl 4-(1H-indol-5-yloxy)-5,6-dihydropyrido[3,4-d]pyrimidine-7(8 H)-carboxylate), [H-].[Na+] (sodium hydride), C(OC1=CC=C(C=C1)[N+](=O)[O-])(=O)Cl (4-nitrophenyl carbonochloridate). Solvent: C1CCOC1 (THF), C1CCOC1 (THF). Run at time 1.5 hour. Product: [N+](=O)([O-])C1=CC=C(OC(=O)N2C=CC3=CC(=CC=C23)OC=2C3=C(N=CN2)CN(CC3)C(=O)OC(C)(C)C)C=C1 (tert-Butyl 4-(1-((4-nitrophenoxy)carbonyl)-1H-indol-5-yloxy)-5,6-dihydropyrido[3,4-d]pyrimidine-7(8 H)-carboxylate). As a reaction SMILES: [NH:1]1[C:9]2[C:4](=[CH:5][C:6]([O:10][C:11]3[C:12]4[CH2:20][CH2:19][N:18]([C:21]([O:23][C:24]([CH3:27])([CH3:26])[CH3:25])=[O:22])[CH2:17][C:13]=4[N:14]=[CH:15][N:16]=3)=[CH:7][CH:8]=2)[CH:3]=[CH:2]1.[H-].[Na+].[C:30](Cl)(=[O:41])[O:31][C:32]1[CH:37]=[CH:36][C:35]([N+:38]([O-:40])=[O:39])=[CH:34][CH:33]=1>C1COCC1>[N+:38]([C:35]1[CH:36]=[CH:37][C:32]([O:31][C:30]([N:1]2[C:9]3[C:4](=[CH:5][C:6]([O:10][C:11]4[C:12]5[CH2:20][CH2:19][N:18]([C:21]([O:23][C:24]([CH3:27])([CH3:26])[CH3:25])=[O:22])[CH2:17][C:13]=5[N:14]=[CH:15][N:16]=4)=[CH:7][CH:8]=3)[CH:3]=[CH:2]2)=[O:41])=[CH:33][CH:34]=1)([O-:40])=[O:39] |f:1.2|. Procedure: To a solution of tert-butyl 4-(1H-indol-5-yloxy)-5,6-dihydropyrido[3,4-d]pyrimidine-7(8 H)-carboxylate, Example 31-C, (1 g, 2.73 mmol) in 20 mL of THF, sodium hydride (0.164 g, 4.09 mmol, 60% in mineral oil) is added at 0° C. After 1.5 h, a solution of 4-nitrophenyl carbonochloridate (1.65 g, 8.19 mmol) in THF (10 mL) is added. The mixture is allowed to warm to rt and stir overnight before being quenched with ice water and extracted with EtOAc. The combined organic layers are washed with water a... Starting materials: FC1=C(COCCCCBr)C=C(C=C1)Br (4-(2-fluoro-5-bromobenzyloxy)butyl bromide), [I-].[Na+] (sodium iodide), C(C)(C)N (isopropylamine), C(C)(C)N (isopropylamine). Solvent: O1CCCC1 (tetrahydrofuran), O1CCCC1 (tetrahydrofuran), C(Cl)Cl (methylene chloride). Run at time 1.5 hour. The product is C(C)(C)NCCCCOCC1=C(C=CC(=C1)Br)F (N-isopropyl-4-(2-fluoro-5-bromobenzyloxy)butylamine). Reaction SMILES: [F:1][C:2]1[CH:14]=[CH:13][C:12]([Br:15])=[CH:11][C:3]=1[CH2:4][O:5][CH2:6][CH2:7][CH2:8][CH2:9]Br.[I-].[Na+].[CH:18]([NH2:21])([CH3:20])[CH3:19]>O1CCCC1.C(Cl)Cl>[CH:18]([NH:21][CH2:9][CH2:8][CH2:7][CH2:6][O:5][CH2:4][C:3]1[CH:11]=[C:12]([Br:15])[CH:13]=[CH:14][C:2]=1[F:1])([CH3:20])[CH3:19] |f:1.2|. Procedure details: A solution of 4-(2-fluoro-5-bromobenzyloxy)butyl bromide (1.2 g, 3.53 mmol) in tetrahydrofuran (18 ml) was treated with sodium iodide (484 mg, 3.2 mmol). The resulting mixture was stirred at ambient temperature. After 1.5 hours, the sodium bromide was removed by filtration, and the filtrate concentrated. The residue was treated with a tetrahydrofuran solution of isopropylamine (3.01 ml, 35.3 mmol). The progress of the reaction was monitored by thin layer chromatography. The resulting mixture was...